This data is from the Open Reaction Database (ORD), a public repository of structured organic reaction records. The task is: describe an organic reaction: reactants, conditions, products, and yield RXN SMILES: [C:1]([C:3]1[C:12](=O)[C:11]2[C:6](=[CH:7][C:8]([NH:16][C:17](=[O:19])[CH3:18])=[C:9]([O:14][CH3:15])[CH:10]=2)[NH:5][CH:4]=1)#[N:2].P(Cl)(Cl)([Cl:22])=O.C(=O)(O)[O-].[Na+]>C(OCC)(=O)C>[Cl:22][C:12]1[C:11]2[C:6](=[CH:7][C:8]([NH:16][C:17](=[O:19])[CH3:18])=[C:9]([O:14][CH3:15])[CH:10]=2)[N:5]=[CH:4][C:3]=1[C:1]#[N:2] |f:2.3|. Isolated yield 91.1%. Solvent: C(C)(=O)OCC (ethyl acetate). Starting materials: C(#N)C1=CNC2=CC(=C(C=C2C1=O)OC)NC(C)=O (N-(3-cyano-6-methoxy-4-oxo-1,4-dihydro-7-quinolinyl)acetamide), P(=O)(Cl)(Cl)Cl (phosphorus oxychloride), C([O-])(O)=O.[Na+] (sodium bicarbonate). Reported procedure: An amount of 10 g (0.039 mol) of N-(3-cyano-6-methoxy-4-oxo-1,4-dihydro-7-quinolinyl)acetamide was subsequently stirred in 29 mL (0.31 mol) of phosphorus oxychloride, heated at 100° C. for 0.5 hours, and cooled to 0° C. To this was slowly added a saturated solution of sodium bicarbonate and ethyl acetate. After separation of the layers, the organic layer was washed with saturated brine, dried over sodium sulfate, and evaporated to give a brown solid (9.8 g, 73% yield), mp 230-235° C.; 1H NMR (DM... Conditions: temperature 100 celsius. The product is ClC1=C(C=NC2=CC(=C(C=C12)OC)NC(C)=O)C#N (N-(4-Chloro-3-cyano-6-methoxy-7-quinolinyl)acetamide). Starting materials: FC1=CC=C2C=C(NC2=C1)C (6-fluoro-2-methylindole), C(#N)[BH3-].[Na+] (sodium cyanoborohydride). Solvent: C(C)(=O)O (acetic acid). The product is FC1=CC=C2CC(NC2=C1)C (6-fluoro-2-methyl-2,3-dihydro-1H-indole). Yield: 93.7%. As a reaction SMILES: [F:1][C:2]1[CH:10]=[C:9]2[C:5]([CH:6]=[C:7]([CH3:11])[NH:8]2)=[CH:4][CH:3]=1.C([BH3-])#N.[Na+]>C(O)(=O)C>[F:1][C:2]1[CH:10]=[C:9]2[C:5]([CH2:6][CH:7]([CH3:11])[NH:8]2)=[CH:4][CH:3]=1 |f:1.2|. Procedure details: The product is prepared by following the procedure described in reference example 2a (step 1a) using 1.4 g of 6-fluoro-2-methylindole, 51 ml of acetic acid and 1.9 g of sodium cyanoborohydride. After silica column purification, eluent: 90/10 heptane/ethyl acetate, 1.33 g of 6-fluoro-2-methyl-2,3-dihydro-1H-indole are obtained, which is used as it is in the next step. The product is CCN(CC)CCCNCc1cccc(-c2ccnc(NCCc3ccc(O)cc3)n2)c1. Reaction SMILES: [Cl:1][c:2]1[n:3][cH:4][cH:5][c:6](-[c:8]2[cH:9][c:10]([CH2:11][NH:12][CH2:13][CH2:14][CH2:15][N:16]([CH2:17][CH3:18])[CH2:19][CH3:20])[cH:21][cH:22][cH:23]2)[n:7]1.[NH2:24][CH2:25][CH2:26][c:27]1[cH:28][cH:29][c:30]([OH:31])[cH:32][cH:33]1>>[c:2]1([NH:24][CH2:25][CH2:26][c:27]2[cH:28][cH:29][c:30]([OH:31])[cH:32][cH:33]2)[n:3][cH:4][cH:5][c:6](-[c:8]2[cH:9][c:10]([CH2:11][NH:12][CH2:13][CH2:14][CH2:15][N:16]([CH2:17][CH3:18])[CH2:19][CH3:20])[cH:21][cH:22][cH:23]2)[n:7]1. Starting materials: CCN(CC)CCCNCc1cccc(-c2ccnc(Cl)n2)c1, NCCc1ccc(O)cc1. Starting materials: [OH-].[Cr+3].[OH-].[OH-] (chromium hydroxide), N[C@@H](CCCCN)C(=O)O (lysine), CCCCCC (hexane). The solvent is O (water), O (water). Run at time 3 hour. Yields the product N[C@@H](CCCCN)C(=O)[O-].[Cr+3].N[C@@H](CCCCN)C(=O)[O-].N[C@@H](CCCCN)C(=O)[O-] (chromium lysinate). Reaction SMILES: [OH-].[Cr+3:2].[OH-].[OH-].[NH2:5][C@H:6]([C:12]([OH:14])=[O:13])[CH2:7][CH2:8][CH2:9][CH2:10][NH2:11].CCCCCC>O>[NH2:5][C@H:6]([C:12]([O-:14])=[O:13])[CH2:7][CH2:8][CH2:9][CH2:10][NH2:11].[Cr+3:2].[NH2:5][C@H:6]([C:12]([O-:14])=[O:13])[CH2:7][CH2:8][CH2:9][CH2:10][NH2:11].[NH2:5][C@H:6]([C:12]([O-:14])=[O:13])[CH2:7][CH2:8][CH2:9][CH2:10][NH2:11] |f:0.1.2.3,7.8.9.10|. Procedure: The recovered chromium hydroxide was then placed into a beaker provided with a reflux condenser and Dean Stark water trap. 43.8 grams (0.3 Mole) of lysine was added and thereafter 100 ml hexane was added to this mixture and stirred and boiled at atmospheric pressure for 3 hours. In the course of the reaction about 5.3-5.5 ml of water was removed from the reaction media and acquired in the Dean Stark apparatus. The reaction mixture was then cooled and filtered yielding 48.2 grams of chromium lysi...